From a dataset of the Open Reaction Database (ORD), a public repository of structured organic reaction records. describe an organic reaction: reactants, conditions, products, and yield Starting materials: N#CCCCBr, CCCCC, [H-], [Na+], CN(C)C=O, Oc1cccnc1. Product: N#CCCCOc1cccnc1. RXN SMILES: [Br:15][CH2:16][CH2:17][CH2:18][C:19]#[N:20].[CH3:21][CH2:22][CH2:23][CH2:24][CH3:25].[H-:1].[Na+:2].[O:10]=[CH:11][N:12]([CH3:13])[CH3:14].[OH:3][c:4]1[cH:5][n:6][cH:7][cH:8][cH:9]1>>[O:3]([c:4]1[cH:5][n:6][cH:7][cH:8][cH:9]1)[CH2:16][CH2:17][CH2:18][C:19]#[N:20].